Task: describe an organic reaction: reactants, conditions, products, and yield. Dataset: the Open Reaction Database (ORD), a public repository of structured organic reaction records Reactants: SCCC(=O)O (3-Mercaptopropionic acid), [OH-].[Na+] (sodium hydroxide), CN1N=NN=C1CCl (1-methyl-5-chloromethyl-1,2,3,4-tetrazole). Run in CC(=O)C (acetone). Reaction conditions: time 3 hour. The product is CN1N=NN=C1CCCC(=S)O (3-(1-methyl-1,2,3,4-tetrazol-5-yl)methylthio-propionic acid). As a reaction SMILES: [SH:1][CH2:2][CH2:3][C:4](O)=O.[CH3:7][N:8]1[C:12]([CH2:13]Cl)=[N:11][N:10]=[N:9]1.[OH-:15].[Na+]>CC(C)=O>[CH3:7][N:8]1[C:12]([CH2:13][CH2:4][CH2:3][C:2]([OH:15])=[S:1])=[N:11][N:10]=[N:9]1 |f:2.3|. Reported procedure: 3-Mercaptopropionic acid (1.6 g) is dissolved in 1N aqueous sodium hydroxide solution (45 ml) and thereto is added dropwise a solution of 1-methyl-5-chloromethyl-1,2,3,4-tetrazole (15.2 g) in acetone (20 ml) with stirring under ice-cooling. Stirring is continued for 3 hours under ice-cooling. Acetone is distilled off and the residue is acidified with concentrated hydrochloric acid, saturated with sodium chloride and then, extracted with chloroform. The chloroform solution is dried over magnesium... The reactants are C(C1=CC=CC=C1)OCCNS(=O)(=O)C1=CC=C(C=C1)[Sn](CCCC)(CCCC)CCCC (N-(2-Benzyloxyethyl)4-tributylstannylbenzenesulfonamide), BrC=1N=C(C2=CC=CC=C2C1)N1CCN(CC1)CC (3-bromo-1-(4-ethylpiperazin-1-yl)isoquinoline). The yield is 48.8%. Yields the product C(C)N1CCN(CC1)C1=NC(=CC2=CC=CC=C12)C1=CC=C(C=C1)S(NCCOCC1=CC=CC=C1)(=O)=O (1-(4-ethylpiperazin-1-yl)-3-{4-[N-(2-benzyloxyethyl)sulfamoyl]phenyl}isoquinoline). Procedure: N-(2-Benzyloxyethyl)4-tributylstannylbenzenesulfonamide (0.92 g) and 3-bromo-1-(4-ethylpiperazin-1-yl)isoquinoline (0.42 g) were heated under reflux in the presence of tetrakistriphenylphosphinepalladium(0) (0.09 g) in xylene in nitrogen atmosphere for 45 min. After cooling, the reaction solution was filtered and concentrated. The residue was purified by silica gel column chromatography (chloroform/methanol system). The resulting product was dissolved in ethyl acetate and extracted with 2N hydro... The solvent is C=1(C(=CC=CC1)C)C (xylene). Reagents/catalysts: C=1C=CC(=CC1)[P](C=2C=CC=CC2)(C=3C=CC=CC3)[Pd]([P](C=4C=CC=CC4)(C=5C=CC=CC5)C=6C=CC=CC6)([P](C=7C=CC=CC7)(C=8C=CC=CC8)C=9C=CC=CC9)[P](C=1C=CC=CC1)(C=1C=CC=CC1)C=1C=CC=CC1 (tetrakistriphenylphosphinepalladium(0)). Reaction SMILES: [CH2:1]([O:8][CH2:9][CH2:10][NH:11][S:12]([C:15]1[CH:20]=[CH:19][C:18]([Sn](CCCC)(CCCC)CCCC)=[CH:17][CH:16]=1)(=[O:14])=[O:13])[C:2]1[CH:7]=[CH:6][CH:5]=[CH:4][CH:3]=1.Br[C:35]1[N:36]=[C:37]([N:45]2[CH2:50][CH2:49][N:48]([CH2:51][CH3:52])[CH2:47][CH2:46]2)[C:38]2[C:43]([CH:44]=1)=[CH:42][CH:41]=[CH:40][CH:39]=2>C1(C)C(C)=CC=CC=1.C1C=CC([P]([Pd]([P](C2C=CC=CC=2)(C2C=CC=CC=2)C2C=CC=CC=2)([P](C2C=CC=CC=2)(C2C=CC=CC=2)C2C=CC=CC=2)[P](C2C=CC=CC=2)(C2C=CC=CC=2)C2C=CC=CC=2)(C2C=CC=CC=2)C2C=CC=CC=2)=CC=1>[CH2:51]([N:48]1[CH2:47][CH2:46][N:45]([C:37]2[C:38]3[C:43](=[CH:42][CH:41]=[CH:40][CH:39]=3)[CH:44]=[C:35]([C:18]3[CH:17]=[CH:16][C:15]([S:12](=[O:13])(=[O:14])[NH:11][CH2:10][CH2:9][O:8][CH2:1][C:2]4[CH:3]=[CH:4][CH:5]=[CH:6][CH:7]=4)=[CH:20][CH:19]=3)[N:36]=2)[CH2:50][CH2:49]1)[CH3:52] |^1:64,66,85,104|. Starting materials: C(C)OC(=O)C=1C=NN(C1)C1=NC=C(C=C1NS(=O)(=O)C1=CC=C(C=C1)C(C)(C)C)Cl (1-[3-(4-tert-butyl-benzenesulfonylamino)-5-chloro-pyridin-2-yl]-1H-pyrazole-4-carboxylic acid ethyl ester), [OH-].[Na+] (NaOH), C1CCOC1 (THF). Run in C(C)(=O)O (acetic acid). Reaction conditions: temperature 80 celsius, time 16 hour. Product: C(C)(C)(C)C1=CC=C(C=C1)S(=O)(=O)NC=1C(=NC=C(C1)Cl)N1N=CC(=C1)C(=O)O (1-[3-(4-tert-butyl-benzenesulfonylamino)-5-chloro-pyridin-2-yl]-1H-pyrazole-4-carboxylic acid). As a reaction SMILES: C([O:3][C:4]([C:6]1[CH:7]=[N:8][N:9]([C:11]2[C:16]([NH:17][S:18]([C:21]3[CH:26]=[CH:25][C:24]([C:27]([CH3:30])([CH3:29])[CH3:28])=[CH:23][CH:22]=3)(=[O:20])=[O:19])=[CH:15][C:14]([Cl:31])=[CH:13][N:12]=2)[CH:10]=1)=[O:5])C.[OH-].[Na+].C1COCC1>C(O)(=O)C>[C:27]([C:24]1[CH:25]=[CH:26][C:21]([S:18]([NH:17][C:16]2[C:11]([N:9]3[CH:10]=[C:6]([C:4]([OH:5])=[O:3])[CH:7]=[N:8]3)=[N:12][CH:13]=[C:14]([Cl:31])[CH:15]=2)(=[O:19])=[O:20])=[CH:22][CH:23]=1)([CH3:30])([CH3:28])[CH3:29] |f:1.2|. Procedure details: A 25 mL scintillation vial was charged with 1-[3-(4-tert-butyl-benzenesulfonylamino)-5-chloro-pyridin-2-yl]-1H-pyrazole-4-carboxylic acid ethyl ester (synthesized according to general procedure D, 93 mg, 0.2 mmol), NaOH (2 mL, 1.0 M solution in water), and THF (3 mL). The vial was sealed and stirred at 80° C. for 16 hours. The reaction solution was subsequently neutralized to pH=5 with glacial acetic acid. The mixture was extracted with ethyl acetate (2×10 mL) and the combined organics were conc... Starting materials: ClC1=C2C(=NC=C1)NC(=C2)C2CCCCC2 (4-chloro-2-cyclohexyl-1H-pyrrolo[2,3-b]pyridine), FC=1C=CC(=C(C1)B(O)O)OC ((5-fluoro-2-methoxyphenyl)boronic acid), phenylallylchloro[1,3-bis(diisopropylphenyl)-2-imidazol-2-ylidene]palladium(II), P(=O)([O-])([O-])[O-].[K+].[K+].[K+] (potassium phosphate), O1CCCC1 (tetrahydrofuran). The solvent is O (water), O (water), C(C)(=O)OCC (ethyl acetate). Conditions: temperature 60 celsius. The product is C1(CCCCC1)C1=CC=2C(=NC=CC2C2=C(C=CC(=C2)F)OC)N1 (2-cyclohexyl-4-(5-fluoro-2-methoxyphenyl)-1H-pyrrolo[2,3-b]pyridine). As a reaction SMILES: Cl[C:2]1[CH:7]=[CH:6][N:5]=[C:4]2[NH:8][C:9]([CH:11]3[CH2:16][CH2:15][CH2:14][CH2:13][CH2:12]3)=[CH:10][C:3]=12.[F:17][C:18]1[CH:19]=[CH:20][C:21]([O:27][CH3:28])=[C:22](B(O)O)[CH:23]=1.P([O-])([O-])([O-])=O.[K+].[K+].[K+].O1CCCC1>O.C(OCC)(=O)C>[CH:11]1([C:9]2[NH:8][C:4]3=[N:5][CH:6]=[CH:7][C:2]([C:20]4[CH:19]=[C:18]([F:17])[CH:23]=[CH:22][C:21]=4[O:27][CH3:28])=[C:3]3[CH:10]=2)[CH2:16][CH2:15][CH2:14][CH2:13][CH2:12]1 |f:2.3.4.5|. Procedure details: A solution of Example 98B (200 mg, 0.852 mmol), (5-fluoro-2-methoxyphenyl)boronic acid (188 mg, 1.108 mmol), phenylallylchloro[1,3-bis(diisopropylphenyl)-2-imidazol-2-ylidene]palladium(II) (50 mg, 0.077 mmol) and potassium phosphate (543 mg, 2.56 mmol) in 8 mL 3:1 tetrahydrofuran:water was purged with nitrogen and heated under nitrogen at 60° C. for 4 hours. The cooled mixture was diluted with water and ethyl acetate and filtered through diatomaceous earth. The mixture was extracted into ethyl a... Reactants: compound A, ClCC1=CC(=NN1C)C=1C=C2C3=C(N(C2=CC1)C)N(C(C(=C3)C3=C(C=C(C=C3)Cl)Cl)=O)C (6-(5-chloromethyl-1-methyl-1H-pyrazol-3-yl)-3-(2,4-dichlorophenyl)-1,9-dimethyl-1,9-dihydropyrido[2,3-b]indol-2-one), saturated solution, Cl (HCl), C(=O)([O-])[O-].[K+].[K+] (K2CO3), N1CCOCC1 (morpholine). The solvent is CN(C)C=O (DMF), CCOC(=O)C (EtOAc), O (water), Et2O petroleum ether. Reaction conditions: temperature 80 celsius. Product: Cl.ClC1=C(C=CC(=C1)Cl)C1=CC2=C(N(C3=CC=C(C=C23)C2=NN(C(=C2)CN2CCOCC2)C)C)N(C1=O)C (3-(2,4-Dichlorophenyl)-1,9-dimethyl-6-(1-methyl-5-morpholin-4-ylmethyl-1H-pyrazol-3-yl)-1,9-dihydropyrido[2,3-b]indol-2-one hydrochloride). RXN SMILES: [Cl:1][CH2:2][C:3]1[N:7]([CH3:8])[N:6]=[C:5]([C:9]2[CH:10]=[C:11]3[C:15](=[CH:16][CH:17]=2)[N:14]([CH3:18])[C:13]2[N:19]([CH3:32])[C:20](=[O:31])[C:21]([C:23]4[CH:28]=[CH:27][C:26]([Cl:29])=[CH:25][C:24]=4[Cl:30])=[CH:22][C:12]3=2)[CH:4]=1.C([O-])([O-])=O.[K+].[K+].[NH:39]1[CH2:44][CH2:43][O:42][CH2:41][CH2:40]1.Cl>CN(C=O)C.CCOC(C)=O.O>[ClH:1].[Cl:30][C:24]1[CH:25]=[C:26]([Cl:29])[CH:27]=[CH:28][C:23]=1[C:21]1[C:20](=[O:31])[N:19]([CH3:32])[C:13]2[N:14]([CH3:18])[C:15]3[C:11]([C:12]=2[CH:22]=1)=[CH:10][C:9]([C:5]1[CH:4]=[C:3]([CH2:2][N:39]2[CH2:44][CH2:43][O:42][CH2:41][CH2:40]2)[N:7]([CH3:8])[N:6]=1)=[CH:17][CH:16]=3 |f:1.2.3,9.10|. Procedure: 100 mg (0.2 mmol) of compound A, 6-(5-chloromethyl-1-methyl-1H-pyrazol-3-yl)-3-(2,4-dichlorophenyl)-1,9-dimethyl-1,9-dihydropyrido[2,3-b]indol-2-one are dissolved in 5 ml of anhydrous DMF. 55 mg (0.4 mmol) of K2CO3 and 22 μl (0.25 mmol) of morpholine are added. The mixture is heated at 80° C. overnight. It is allowed to return to ambient temperature and poured into water. The mixture is extracted with EtOAc. The organic phase is washed with a saturated NaCl solution. It is dried over Na2SO4, fil... Starting materials: C(CC)C=1NC(=C(N1)C(=O)OCC)C(=O)OCC (diethyl 2-propylimidazole-4,5-dicarboxylate), BrCC1=CC=C(C=C1)C=1C(=CC=CC1)C(=O)OC(C)(C)C (t-butyl 4'-bromomethylbiphenyl-2-carboxylate), CC(C)([O-])C.[K+] (potassium t-butoxide). Product: C(C)(C)(C)OC(=O)C1=C(C=CC=C1)C1=CC=C(C=C1)CN1C(=NC(=C1C(=O)OCC)C(=O)OCC)CCC (Diethyl 1-[(2'-t-butoxycarbonylbiphenyl-4-yl)methyl]-2-propylimidazole-4,5-dicarboxylate). Isolated yield 89.4%. As a reaction SMILES: [CH2:1]([C:4]1[NH:5][C:6]([C:14]([O:16][CH2:17][CH3:18])=[O:15])=[C:7]([C:9]([O:11][CH2:12][CH3:13])=[O:10])[N:8]=1)[CH2:2][CH3:3].Br[CH2:20][C:21]1[CH:26]=[CH:25][C:24]([C:27]2[C:28]([C:33]([O:35][C:36]([CH3:39])([CH3:38])[CH3:37])=[O:34])=[CH:29][CH:30]=[CH:31][CH:32]=2)=[CH:23][CH:22]=1.CC(C)([O-])C.[K+]>>[C:36]([O:35][C:33]([C:28]1[CH:29]=[CH:30][CH:31]=[CH:32][C:27]=1[C:24]1[CH:25]=[CH:26][C:21]([CH2:20][N:8]2[C:7]([C:9]([O:11][CH2:12][CH3:13])=[O:10])=[C:6]([C:14]([O:16][CH2:17][CH3:18])=[O:15])[N:5]=[C:4]2[CH2:1][CH2:2][CH3:3])=[CH:22][CH:23]=1)=[O:34])([CH3:39])([CH3:38])[CH3:37] |f:2.3|. Procedure: Following a procedure similar to that described in Example 1(a), but using 9.0 g of diethyl 2-propylimidazole-4,5-dicarboxylate (prepared as described in Preparation 12), 12.3 g of t-butyl 4'-bromomethylbiphenyl-2-carboxylate and 4.1 g of potassium t-butoxide as a base, 16.47 g of the title compound were obtained as a viscous oil. The reactants are CCOc1cc(C(C)(C)C)ncc1C1=NC(C)(c2ccc(Cl)cc2)C(C)(c2ccc(Cl)cc2)N1C(=O)N1CCC(CC(=O)O)CC1, NCc1cccc(Cl)c1. Product: CCOc1cc(C(C)(C)C)ncc1C1=NC(C)(c2ccc(Cl)cc2)C(C)(c2ccc(Cl)cc2)N1C(=O)N1CCC(CC(=O)NCc2cccc(Cl)c2)CC1. Reaction SMILES: [C:1]([CH3:2])([CH3:3])([CH3:4])[c:5]1[cH:6][c:7]([O:44][CH2:45][CH3:46])[c:8]([C:11]2=[N:15][C:14]([CH3:16])([c:17]3[cH:18][cH:19][c:20]([Cl:23])[cH:21][cH:22]3)[C:13]([CH3:24])([c:25]3[cH:26][cH:27][c:28]([Cl:31])[cH:29][cH:30]3)[N:12]2[C:32](=[O:33])[N:34]2[CH2:35][CH2:36][CH:37]([CH2:40][C:41](=[O:42])[OH:43])[CH2:38][CH2:39]2)[cH:9][n:10]1.[Cl:47][c:48]1[cH:49][c:50]([CH2:51][NH2:52])[cH:53][cH:54][cH:55]1>>[C:1]([CH3:2])([CH3:3])([CH3:4])[c:5]1[cH:6][c:7]([O:44][CH2:45][CH3:46])[c:8]([C:11]2=[N:15][C:14]([CH3:16])([c:17]3[cH:18][cH:19][c:20]([Cl:23])[cH:21][cH:22]3)[C:13]([CH3:24])([c:25]3[cH:26][cH:27][c:28]([Cl:31])[cH:29][cH:30]3)[N:12]2[C:32](=[O:33])[N:34]2[CH2:35][CH2:36][CH:37]([CH2:40][C:41](=[O:42])[NH:52][CH2:51][c:50]3[cH:49][c:48]([Cl:47])[cH:55][cH:54][cH:53]3)[CH2:38][CH2:39]2)[cH:9][n:10]1. Product: Oc1ccc(CCCn2ccnc2S)cc1. The reactants are BrB(Br)Br, COc1ccc(CCCn2ccnc2S)cc1, CO, ClCCl. RXN SMILES: [B:18]([Br:19])([Br:20])[Br:21].[CH3:1][O:2][c:3]1[cH:4][cH:5][c:6]([CH2:9][CH2:10][CH2:11][n:12]2[c:13]([SH:17])[n:14][cH:15][cH:16]2)[cH:7][cH:8]1.[CH3:22][OH:23].[Cl:24][CH2:25][Cl:26]>>[OH:2][c:3]1[cH:4][cH:5][c:6]([CH2:9][CH2:10][CH2:11][n:12]2[c:13]([SH:17])[n:14][cH:15][cH:16]2)[cH:7][cH:8]1. As a reaction SMILES: [C:1]([O-:6])(=[O:5])[C:2]([CH3:4])=[O:3].[Na+].[OH-].[Na+].[Cl:10][C:11]1[CH:18]=[CH:17][C:14]([CH:15]=O)=[CH:13][CH:12]=1.Cl>C(O)C>[Cl:10][C:11]1[CH:18]=[CH:17][C:14]([CH:15]=[CH:4][C:2](=[O:3])[C:1]([OH:6])=[O:5])=[CH:13][CH:12]=1 |f:0.1,2.3|. The product is ClC1=CC=C(C=CC(C(=O)O)=O)C=C1 (p-Chlorobenzalpyruvic Acid). Run in C(C)O (ethanol). Conditions: temperature 20 celsius, time 6 hour. Starting materials: Cl (HCl), C(C(=O)C)(=O)[O-].[Na+] (Sodium pyruvate), [OH-].[Na+] (sodium hydroxide), ClC1=CC=C(C=O)C=C1 (p-Chlorobenzaldehyde). Reported procedure: Sodium pyruvate (24.2 g, 0.22 moL) was added to a cold (0° C.) solution of 1N sodium hydroxide (200 mL) and ethanol (10 mL). p-Chlorobenzaldehyde (28.11 g, 0.20 moL) was then added, maintaining the temperature below 5° C. The reaction mixture was aged six hours at 0°-5° C. and then allowed to warm to 20° C. where it was aged an additional six hours to effect complete reaction. The mixture was cooled to -10° C. and the pH adjusted to 1.0 with cold 6N HCl. The p-chlorobenzalpyruvic acid product wa... Isolated yield 94.0%. Reactants: BrC1=CC=C(C=C1)F (p-bromofluorobenzene), C([O-])([O-])=O.[K+].[K+] (potassium carbonate), ClC=1C=C(C=C(C1C)Cl)B1OC(C(O1)(C)C)(C)C (2-(3,5-Dichloro-4-methyl-phenyl)-4,4,5,5-tetramethyl-[1,3,2]dioxaborolane). The reagents and catalysts are CC(=O)[O-].CC(=O)[O-].[Pd+2] (Pd(OAc)2), C1(=CC=CC=C1)P(C1=CC=CC=C1)C1=CC=CC=C1 (triphenylphosphine). The solvent is O (water), O (water), COC(C)(C)C (t-butyl methyl ether), O (water), COCCOC (1,2-dimethoxyethane). Run at temperature 80 celsius. Yields the product ClC=1C=C(C=C(C1C)Cl)C1=CC=C(C=C1)F (3,5-dichloro-4′-fluoro-4-methyl-biphenyl). The yield is 87.7%. Reaction SMILES: [Cl:1][C:2]1[CH:3]=[C:4](B2OC(C)(C)C(C)(C)O2)[CH:5]=[C:6]([Cl:9])[C:7]=1[CH3:8].Br[C:20]1[CH:25]=[CH:24][C:23]([F:26])=[CH:22][CH:21]=1.C(=O)([O-])[O-].[K+].[K+]>COCCOC.CC([O-])=O.CC([O-])=O.[Pd+2].C1(P(C2C=CC=CC=2)C2C=CC=CC=2)C=CC=CC=1.O.COC(C)(C)C>[Cl:9][C:6]1[CH:5]=[C:4]([C:20]2[CH:25]=[CH:24][C:23]([F:26])=[CH:22][CH:21]=2)[CH:3]=[C:2]([Cl:1])[C:7]=1[CH3:8] |f:2.3.4,6.7.8|. Reported procedure: Step 2) To a suspension of 2-(3,5-Dichloro-4-methyl-phenyl)-4,4,5,5-tetramethyl-[1,3,2]dioxaborolane (119 g; 414.64 mmoles) in 1,2-dimethoxyethane (240 mL) under nitrogen, add p-bromofluorobenzene (57 mL; 518.54 mmoles), water (120 mL), potassium carbonate (115.7 g; 828.79 mmoles), triphenylphosphine (2.72 g; 10.37 mmoles) and Pd(OAc)2 (0.47 g; 2.09 mmoles). Heat the mixture at 80° C. for 12 h and then allow to cool to room temperature. To the mixture, add 240 mL of t-butyl methyl ether and 480 ...